describe an organic reaction: reactants, conditions, products, and yield From a dataset of the Open Reaction Database (ORD), a public repository of structured organic reaction records. Starting materials: O=C(Nc1ccnc(Br)c1)c1c(Cl)cc(Cl)cc1Cl, O=C([O-])[O-], [Cs+], [Cs+], Nc1ccncn1, O=C(C=Cc1ccccc1)C=Cc1ccccc1, O=C(C=Cc1ccccc1)C=Cc1ccccc1, O=C(C=Cc1ccccc1)C=Cc1ccccc1, C1COCCO1, [Pd], [Pd]. Yields the product O=C(Nc1ccnc(Nc2ccncn2)c1)c1c(Cl)cc(Cl)cc1Cl. RXN SMILES: [Br:1][c:2]1[n:3][cH:4][cH:5][c:6]([NH:8][C:9]([c:10]2[c:11]([Cl:18])[cH:12][c:13]([Cl:17])[cH:14][c:15]2[Cl:16])=[O:19])[cH:7]1.[C:27](=[O:28])([O-:29])[O-:30].[Cs+:31].[Cs+:32].[NH2:20][c:21]1[cH:22][cH:23][n:24][cH:25][n:26]1.[O:35]=[C:36]([CH:37]=[CH:38][c:39]1[cH:40][cH:41][cH:42][cH:43][cH:44]1)[CH:45]=[CH:46][c:47]1[cH:48][cH:49][cH:50][cH:51][cH:52]1.[O:53]=[C:54]([CH:55]=[CH:56][c:57]1[cH:58][cH:59][cH:60][cH:61][cH:62]1)[CH:63]=[CH:64][c:65]1[cH:66][cH:67][cH:68][cH:69][cH:70]1.[O:71]=[C:72]([CH:73]=[CH:74][c:75]1[cH:76][cH:77][cH:78][cH:79][cH:80]1)[CH:81]=[CH:82][c:83]1[cH:84][cH:85][cH:86][cH:87][cH:88]1.[O:89]1[CH2:90][CH2:91][O:92][CH2:93][CH2:94]1.[Pd:33].[Pd:34]>>[c:2]1([NH:20][c:21]2[cH:22][cH:23][n:24][cH:25][n:26]2)[n:3][cH:4][cH:5][c:6]([NH:8][C:9]([c:10]2[c:11]([Cl:18])[cH:12][c:13]([Cl:17])[cH:14][c:15]2[Cl:16])=[O:19])[cH:7]1. Reactants: ClC1=C(C(=CC(=C1)OCC=C(Cl)Cl)Cl)O (2,6-dichloro-4-(3,3,-dichloro-2-propenyloxy)phenol), C([O-])([O-])=O.[K+].[K+] (potassium carbonate), ice water, crude product, FC1=C(CBr)C=C(C=C1)OC1=CC=C(C=C1)F (2-fluoro-5-(4-fluorophenoxy)benzyl bromide). Solvent: CN(C=O)C (N,N-dimethylformamide), CN(C=O)C (N,N-dimethylformamide). The product is ClC=1C=C(C=C(C1OCC1=C(C=CC(=C1)OC1=CC=C(C=C1)F)F)Cl)OCC=C(Cl)Cl (3,5-dichloro-1-(3,3-dichloro-2-propenyloxy)-4-(2-fluoro-5-(4-fluorophenoxy) benzyloxy)benzene). Isolated yield 86.9%. Reaction SMILES: [Cl:1][C:2]1[CH:7]=[C:6]([O:8][CH2:9][CH:10]=[C:11]([Cl:13])[Cl:12])[CH:5]=[C:4]([Cl:14])[C:3]=1[OH:15].C(=O)([O-])[O-].[K+].[K+].[F:22][C:23]1[CH:30]=[CH:29][C:28]([O:31][C:32]2[CH:37]=[CH:36][C:35]([F:38])=[CH:34][CH:33]=2)=[CH:27][C:24]=1[CH2:25]Br>CN(C)C=O>[Cl:1][C:2]1[CH:7]=[C:6]([O:8][CH2:9][CH:10]=[C:11]([Cl:13])[Cl:12])[CH:5]=[C:4]([Cl:14])[C:3]=1[O:15][CH2:25][C:24]1[CH:27]=[C:28]([O:31][C:32]2[CH:37]=[CH:36][C:35]([F:38])=[CH:34][CH:33]=2)[CH:29]=[CH:30][C:23]=1[F:22] |f:1.2.3|. Reported procedure: To a mixture of 0.51 g of 2,6-dichloro-4-(3,3,-dichloro-2-propenyloxy)phenol, 0.17 g of potassium carbonate and 20 ml of N,N-dimethylformamide was added dropwise a solution of 0.34 g of 2-fluoro-5-(4-fluorophenoxy)benzyl bromide dissolved in 5 ml of N,N-dimethylformamide, while stirring at room temperature. After stirring at room temperature for 24 hours, the reaction mixture was poured into ice-water, and extracted twice with 50 ml of diethyl ether. The combined ether layer was washed with wate... The reactants are O1C(=CC=C1)CCO (2-Furanethanol), [H-].[Na+] (sodium hydride), O (water), BrCCCCCCBr (1,6-dibromohexane). Solvent: CN(C)C=O (DMF), CN(C)C=O (DMF). Reaction conditions: time 30 minute. The product is BrCCCCCCOCCC=1OC=CC1 (2-[2-[(6-Bromohexyl)oxy]ethyl]furan). The yield is 34.6%. Reaction SMILES: [O:1]1[CH:5]=[CH:4][CH:3]=[C:2]1[CH2:6][CH2:7][OH:8].[H-].[Na+].[Br:11][CH2:12][CH2:13][CH2:14][CH2:15][CH2:16][CH2:17]Br.O>CN(C=O)C>[Br:11][CH2:12][CH2:13][CH2:14][CH2:15][CH2:16][CH2:17][O:8][CH2:7][CH2:6][C:2]1[O:1][CH:5]=[CH:4][CH:3]=1 |f:1.2|. Procedure details: 2-Furanethanol (2 g) in DMF (5 ml) was added dropwise to a suspension of sodium hydride (0.43 g) in DMF (20 ml). The mixture was stirred for 30 min and added dropwise to 1,6-dibromohexane (21.8 g). The resulting suspension was heated at 60°-70° for 18 h, poured into water (200 ml) and extracted with diethyl ether (3×100 ml). The dried extract was evaporated and the residue was purified on a column of silica eluted with cyclohexane. The resulting oil was fractionally distilled (Kugelrohr) to give... Reactants: aqueous solution, OS(=O)(=O)C(F)(F)F (triflic acid), [Zn] (zinc). The solvent is O (water). Run at time 48 hour. The product is [O-]S(=O)(=O)C(F)(F)F.[Zn+2].[O-]S(=O)(=O)C(F)(F)F (zinc triflate). RXN SMILES: [Zn:1].[OH:2][S:3]([C:6]([F:9])([F:8])[F:7])(=[O:5])=[O:4]>O>[O-:5][S:3]([C:6]([F:9])([F:8])[F:7])(=[O:4])=[O:2].[Zn+2:1].[O-:5][S:3]([C:6]([F:9])([F:8])[F:7])(=[O:4])=[O:2] |f:3.4.5|. Procedure details: 0.5 g of zinc powder and 70 ml of water are introduced with stirring into a 250 ml glass flask. The suspension obtained is brought to 80° C., then 22.2 ml of an aqueous solution of 0.57N triflic acid is added drop by drop. This mixture is maintained with stirring at 80° C. for 2 hours, then at ambient temperature for 48 hours. The zinc triflate obtained may then be isolated by eliminating the excess zinc by filtration and evaporating the water at 100° C. under atmospheric pressure. In this way, ... Reported procedure: To a solution of 2,2,4,4-tetramethyl-6-chromanoic acid (200 mg, 0.85 mmol) in 0.5 ml of AcOH was added Br2 (0.07 ml, 1.28 mmol). The resulting dark-orange solution was stirred at room temperature for overnight. The excess bromine was removed under reduced pressure. Then the solution was poured into 5 ml of water and extracted with ethyl acetate (3×3 ml). The combined ethyl acetate layers were further washed with NaHCO3 (sat.), brine and dried over MgSO4. After concentration, the residue was puri... As a reaction SMILES: [CH3:1][C:2]1([CH3:17])[CH2:11][C:10]([CH3:13])([CH3:12])[C:9]2[C:4](=[CH:5][CH:6]=[C:7]([C:14]([OH:16])=[O:15])[CH:8]=2)[O:3]1.[Br:18]Br>CC(O)=O>[Br:18][C:5]1[CH:6]=[C:7]([C:14]([OH:16])=[O:15])[CH:8]=[C:9]2[C:4]=1[O:3][C:2]([CH3:17])([CH3:1])[CH2:11][C:10]2([CH3:12])[CH3:13]. Product: BrC=1C=C(C=C2C(CC(OC12)(C)C)(C)C)C(=O)O (8-Bromo-2,2,4,4-tetramethyl-6-chromanoic acid). Run in CC(=O)O (AcOH). Starting materials: CC1(OC2=CC=C(C=C2C(C1)(C)C)C(=O)O)C (2,2,4,4-tetramethyl-6-chromanoic acid), BrBr (Br2). Run at time 8 hour. The reactants are O.ClC(C(C)(O)C)(Cl)Cl (1,1,1-trichloro-2-methyl-2-propanol hydrate), C(C)(C)(C)OC(=O)N1CC(CCC1)C1=CC(=CC=C1)O (3-(3-Hydroxy-phenyl)-piperidine-1-carboxylic acid tert-butyl ester), [OH-].[Na+] (Sodium hydroxide). Run in CC(=O)C (acetone). Conditions: temperature 0 celsius, time 24 hour. The product is C(C)(C)(C)OC(=O)N1CC(CCC1)C1=CC(=CC=C1)OC(C)(C)C(=O)O (3-[3-(1-Carboxy-1-methyl-ethoxy)-phenyl]-piperidine-1-carboxylic acid tert-butyl ester). Reaction SMILES: [C:1]([O:5][C:6]([N:8]1[CH2:13][CH2:12][CH2:11][CH:10]([C:14]2[CH:19]=[CH:18][CH:17]=[C:16]([OH:20])[CH:15]=2)[CH2:9]1)=[O:7])([CH3:4])([CH3:3])[CH3:2].[OH2:21].Cl[C:23](Cl)(Cl)[C:24]([CH3:27])(O)[CH3:25].[OH-:30].[Na+]>CC(C)=O>[C:1]([O:5][C:6]([N:8]1[CH2:13][CH2:12][CH2:11][CH:10]([C:14]2[CH:19]=[CH:18][CH:17]=[C:16]([O:20][C:24]([C:23]([OH:30])=[O:21])([CH3:25])[CH3:27])[CH:15]=2)[CH2:9]1)=[O:7])([CH3:4])([CH3:2])[CH3:3] |f:1.2,3.4|. Reported procedure: 3-(3-Hydroxy-phenyl)-piperidine-1-carboxylic acid tert-butyl ester (17.03 g, 61.39 mmol) was dissolved in 420 mL acetone in a 3-neck 1 L round bottom flask equipped with a mechanical stirrer. 1,1,1-trichloro-2-methyl-2-propanol hydrate (21.80 g, 122.78 mmol) was added and the solution was cooled to 0° C. Sodium hydroxide pellets (19.65 g, 491.12 mmol) were added to the solution at 0° C. over 4 h in four portions. The reaction mixture warmed to ambient temperature between additions and then recoo...